Dataset: the Open Reaction Database (ORD), a public repository of structured organic reaction records. Task: describe an organic reaction: reactants, conditions, products, and yield Procedure: (2S,3S,5S)-2-Amino-3-hydroxy-5-t-butyloxycarbonylamino-1,6-diphenylhexane succinate salt (30 g, 63 mmol; U.S. Pat. No. 5,654,466), ((5-thiazolyl)methyl)-(4-nitrophenyl)carbonate hydrochloride (22.2 g; U.S. Pat. No. 5,597,926) and sodium bicarbonate (16.2 g) were mixed with 300 mL of water and 300 mL of ethyl acetate and the mixture was stirred at room temperature for about 30 minutes. The organic layer was then separated and heated at about 60° C. for 12 hours, and then stirred at 20-25° C. for ... Run in O (water), C(C)(=O)OCC (ethyl acetate), O (water), C1CCOC1 (THF), CCCCCCC (heptane). Reaction SMILES: C(O)(=O)CC[C:4](O)=[O:5].[NH2:9][C@H:10]([C@@H:18]([OH:36])[CH2:19][C@@H:20]([NH:28][C:29]([O:31][C:32]([CH3:35])([CH3:34])[CH3:33])=[O:30])[CH2:21][C:22]1[CH:27]=[CH:26][CH:25]=[CH:24][CH:23]=1)[CH2:11][C:12]1[CH:17]=[CH:16][CH:15]=[CH:14][CH:13]=1.C1C([N+]([O-])=O)=CC=C(OC(OCC2SC=NC=2)=O)C=1.Cl.C(=O)(O)[O-].[Na+].[OH-].[Na+].Cl>CCCCCCC.C1COCC1.O.C(OCC)(=O)C>[C:32]([O:31][C:29]([NH:28][C@@H:20]([CH2:21][C:22]1[CH:23]=[CH:24][CH:25]=[CH:26][CH:27]=1)[CH2:19][C@@H:18]1[O:36][C:4](=[O:5])[NH:9][C@H:10]1[CH2:11][C:12]1[CH:13]=[CH:14][CH:15]=[CH:16][CH:17]=1)=[O:30])([CH3:33])([CH3:35])[CH3:34] |f:0.1,2.3,4.5,6.7|. Yields the product C(C)(C)(C)OC(=O)N[C@H](C[C@H]1[C@@H](NC(O1)=O)CC1=CC=CC=C1)CC1=CC=CC=C1 ((4S,5S)-5-((2S)-2-t-butyloxycarbonylamino-3-phenylpropyl)-4-benzyl-1,3-oxazolidin-2-one). The reactants are C(CCC(=O)O)(=O)O.N[C@@H](CC1=CC=CC=C1)[C@H](C[C@H](CC1=CC=CC=C1)NC(=O)OC(C)(C)C)O ((2S,3S,5S)-2-Amino-3-hydroxy-5-t-butyloxycarbonylamino-1,6-diphenylhexane succinate salt), [OH-].[Na+] (sodium hydroxide), Cl (HCl), C([O-])(O)=O.[Na+] (sodium bicarbonate), C1=CC(=CC=C1[N+](=O)[O-])OC(=O)OCC2=CN=CS2.Cl (((5-thiazolyl)methyl)-(4-nitrophenyl)carbonate hydrochloride). Reaction conditions: time 30 minute.